Dataset: the Open Reaction Database (ORD), a public repository of structured organic reaction records. Task: describe an organic reaction: reactants, conditions, products, and yield Starting materials: CC1=NN=C(O1)C(=O)NC(C)(C)C2=NC(=C(C(=O)N2C)O)C(=O)NCC=3C=CC(=CC3)F (Raltegravir), CO (methanol), C(C)#N (acetonitrile), C(C)(=O)[O-].[Ca+2].C(C)(=O)[O-] (calcium acetate). The solvent is O (water), CCCCCCC (n-Heptane), CCCCCCC (n-heptane). Reaction conditions: temperature 67.5 celsius, time 6 hour. Product: CC1=NN=C(O1)C(=O)NC(C)(C)C2=NC(=C(C(=O)N2C)O)C(=O)NCC=3C=CC(=CC3)F.[Ca] (raltegravir calcium). The yield is 89.9%. RXN SMILES: [CH3:1][C:2]1[O:6][C:5]([C:7]([NH:9][C:10]([C:13]2[N:19]([CH3:20])[C:17](=[O:18])[C:16]([OH:21])=[C:15]([C:22]([NH:24][CH2:25][C:26]3[CH:27]=[CH:28][C:29]([F:32])=[CH:30][CH:31]=3)=[O:23])[N:14]=2)([CH3:12])[CH3:11])=[O:8])=[N:4][N:3]=1.CO.C(#N)C.C([O-])(=O)C.[Ca+2:42].C([O-])(=O)C>CCCCCCC.O>[CH3:1][C:2]1[O:6][C:5]([C:7]([NH:9][C:10]([C:13]2[N:19]([CH3:20])[C:17](=[O:18])[C:16]([OH:21])=[C:15]([C:22]([NH:24][CH2:25][C:26]3[CH:27]=[CH:28][C:29]([F:32])=[CH:30][CH:31]=3)=[O:23])[N:14]=2)([CH3:12])[CH3:11])=[O:8])=[N:4][N:3]=1.[Ca:42] |f:3.4.5,8.9|. Procedure: Raltegravir (10 gm), methanol (60 ml), acetonitrile (40 ml), water (2 ml) and calcium acetate (4 gm) were added at 25 to 30° C. The contents were heated to 65 to 70° C. and distilled off solvent completely under vacuum at 45° C. to obtain residue. To the residue was added n-heptane (50 ml) and again distilled to obtain residue. n-Heptane (100 ml) was added to the residue and stirred for 6 hours at room temperature. The solid obtained was collected by filtration and dried to obtain 9.8 gm of ralt... Starting materials: CCOC=O, Nc1ccc(NC(=C2C(=O)Nc3ccc([N+](=O)[O-])cc32)c2ccccc2)cc1, CN(C)C=O. The product is O=CNc1ccc(NC(=C2C(=O)Nc3ccc([N+](=O)[O-])cc32)c2ccccc2)cc1. RXN SMILES: [CH:29](=[O:30])[O:31][CH2:32][CH3:33].[NH2:1][c:2]1[cH:3][cH:4][c:5]([NH:8][C:9]([c:10]2[cH:11][cH:12][cH:13][cH:14][cH:15]2)=[C:16]2[C:17](=[O:28])[NH:18][c:19]3[cH:20][cH:21][c:22]([N+:25](=[O:26])[O-:27])[cH:23][c:24]32)[cH:6][cH:7]1.[O:34]=[CH:35][N:36]([CH3:37])[CH3:38]>>[NH:1]([c:2]1[cH:3][cH:4][c:5]([NH:8][C:9]([c:10]2[cH:11][cH:12][cH:13][cH:14][cH:15]2)=[C:16]2[C:17](=[O:28])[NH:18][c:19]3[cH:20][cH:21][c:22]([N+:25](=[O:26])[O-:27])[cH:23][c:24]32)[cH:6][cH:7]1)[CH:29]=[O:30]. Starting materials: CN(C(=O)c1ccc(Br)cc1)C1CCNCC1c1ccc(Cl)c(Cl)c1, O=C(O)C1CCN(C(=O)C2CC2)CC1. Yields the product CN(C(=O)c1ccc(Br)cc1)C1CCN(C(=O)C2CCN(C(=O)C3CC3)CC2)CC1c1ccc(Cl)c(Cl)c1. RXN SMILES: [Br:1][c:2]1[cH:3][cH:4][c:5]([C:6](=[O:7])[N:8]([CH3:9])[CH:10]2[CH:11]([c:16]3[cH:17][c:18]([Cl:23])[c:19]([Cl:22])[cH:20][cH:21]3)[CH2:12][NH:13][CH2:14][CH2:15]2)[cH:24][cH:25]1.[CH:26]1([C:29](=[O:30])[N:31]2[CH2:32][CH2:33][CH:34]([C:37](=[O:38])[OH:39])[CH2:35][CH2:36]2)[CH2:27][CH2:28]1>>[Br:1][c:2]1[cH:3][cH:4][c:5]([C:6](=[O:7])[N:8]([CH3:9])[CH:10]2[CH:11]([c:16]3[cH:17][c:18]([Cl:23])[c:19]([Cl:22])[cH:20][cH:21]3)[CH2:12][N:13]([C:37]([CH:34]3[CH2:33][CH2:32][N:31]([C:29]([CH:26]4[CH2:27][CH2:28]4)=[O:30])[CH2:36][CH2:35]3)=[O:38])[CH2:14][CH2:15]2)[cH:24][cH:25]1. Starting materials: [BH4-].[Na+] (sodium borohydride), COC1=C(C=O)C=CC=C1 (2-methoxybenzaldehyde), C(OC)(OC)OC (trimethyl orthoformate), N1C(=NC=C1)CN(CC=1NC=CN1)CC1=CC=C(C(=O)NCCCCN)C=C1 (4-{[bis(1H-imidazol-2-ylmethyl)-amino]-methyl}-N-(4-aminobutyl)-benzamide). Solvent: CO (methanol). Conditions: time 30 minute. Product: N1C(=NC=C1)CN(CC=1NC=CN1)CC1=CC=C(C(=O)NCCCCNCC2=C(C=CC=C2)OC)C=C1 (4-{[bis(1H-imidazol-2-ylmethyl)-amino]-methyl}-N-[4-(2-methoxy-benzylamino)-butyl]-benzamide). RXN SMILES: [NH:1]1[CH:5]=[CH:4][N:3]=[C:2]1[CH2:6][N:7]([CH2:14][C:15]1[CH:28]=[CH:27][C:18]([C:19]([NH:21][CH2:22][CH2:23][CH2:24][CH2:25][NH2:26])=[O:20])=[CH:17][CH:16]=1)[CH2:8][C:9]1[NH:10][CH:11]=[CH:12][N:13]=1.[CH3:29][O:30][C:31]1[CH:38]=[CH:37][CH:36]=[CH:35][C:32]=1[CH:33]=O.C(OC)(OC)OC.[BH4-].[Na+]>CO>[NH:1]1[CH:5]=[CH:4][N:3]=[C:2]1[CH2:6][N:7]([CH2:14][C:15]1[CH:28]=[CH:27][C:18]([C:19]([NH:21][CH2:22][CH2:23][CH2:24][CH2:25][NH:26][CH2:33][C:32]2[CH:35]=[CH:36][CH:37]=[CH:38][C:31]=2[O:30][CH3:29])=[O:20])=[CH:17][CH:16]=1)[CH2:8][C:9]1[NH:13][CH:12]=[CH:11][N:10]=1 |f:3.4|. Reported procedure: The compound (63.9 mg) obtained in Example 3-2 was dissolved in anhydrous methanol (1.3 ml) and then added with 2-methoxybenzaldehyde (manufactured by Tokyo Kasei Kogyo Co., Ltd.) (0.0350 ml) and trimethyl orthoformate (manufactured by Tokyo Kasei Kogyo Co., Ltd.) (0.0560 ml), followed by stirring at room temperature for 30 minutes. The solution was added with sodium borohydride (19.3 mg), followed by stirring at room temperature for 15 minutes. After completion of the reaction, the solvent was ...